Dataset: the Open Reaction Database (ORD), a public repository of structured organic reaction records. Task: describe an organic reaction: reactants, conditions, products, and yield Reactants: COc1ccc(CN2C(=O)C3CCCC3N(C(=O)CN3C(=O)c4ccccc4C3=O)c3ccccc32)cc1, CC#N, ClC(Cl)Cl, [Ce+4], O=[N+]([O-])[O-], O=[N+]([O-])[O-], O=[N+]([O-])[O-], O=[N+]([O-])[O-], O=[N+]([O-])[O-], [NH4+], O. Yields the product O=C1Nc2ccccc2N(C(=O)CN2C(=O)c3ccccc3C2=O)C2CCCC12. As a reaction SMILES: [CH3:1][O:2][c:3]1[cH:4][cH:5][c:6]([CH2:7][N:8]2[c:9]3[c:10]([cH:33][cH:34][cH:35][cH:36]3)[N:11]([C:19]([CH2:20][N:21]3[C:22](=[O:31])[c:23]4[c:24]([cH:27][cH:28][cH:29][cH:30]4)[C:25]3=[O:26])=[O:32])[CH:12]3[CH:13]([C:14]2=[O:15])[CH2:16][CH2:17][CH2:18]3)[cH:37][cH:38]1.[CH3:66][C:67]#[N:68].[CH:62]([Cl:63])([Cl:64])[Cl:65].[Ce+4:43].[N+:39]([O-:40])([O-:41])=[O:42].[N+:45]([O-:46])([O-:47])=[O:48].[N+:49]([O-:50])([O-:51])=[O:52].[N+:53]([O-:54])([O-:55])=[O:56].[N+:57]([O-:58])([O-:59])=[O:60].[NH4+:44].[OH2:61]>>[NH:8]1[c:9]2[c:10]([cH:33][cH:34][cH:35][cH:36]2)[N:11]([C:19]([CH2:20][N:21]2[C:22](=[O:31])[c:23]3[c:24]([cH:27][cH:28][cH:29][cH:30]3)[C:25]2=[O:26])=[O:32])[CH:12]2[CH:13]([C:14]1=[O:15])[CH2:16][CH2:17][CH2:18]2. Reactants: ClC=1C=C2C(C(NC2=CC1)=O)(C1=C(C=CC=C1)OC)N1C(C2=CC=CC=C2C1)C(=O)N(C)C (2-[5-chloro-3-(2-methoxyphenyl)-2-oxo-2,3-dihydro-1H-indol-3-yl]-N,N-dimethyl isoindoline-1-carboxamide), COC1=CC(=C(C=C1)S(=O)(=O)Cl)OC(F)(F)F (4-methoxy-2-(trifluoromethoxy)benzene sulfonyl chloride). Yields the product ClC=1C=C2C(C(N(C2=CC1)S(=O)(=O)C1=C(C=C(C=C1)OC)OC(F)(F)F)=O)(C1=C(C=CC=C1)OC)N1C(C2=CC=CC=C2C1)C(=O)N(C)C (2-(5-chloro-3-(2-methoxyphenyl)-1-{[4-methoxy-2-(trifluoromethoxy)phenyl]sulfonyl}-2-oxo-2,3-dihydro-1H-indol-3-yl)-N,N-dimethyl isoindoline-1-carboxamide). As a reaction SMILES: [Cl:1][C:2]1[CH:3]=[C:4]2[C:8](=[CH:9][CH:10]=1)[NH:7][C:6](=[O:11])[C:5]2([N:20]1[CH2:28][C:27]2[C:22](=[CH:23][CH:24]=[CH:25][CH:26]=2)[CH:21]1[C:29]([N:31]([CH3:33])[CH3:32])=[O:30])[C:12]1[CH:17]=[CH:16][CH:15]=[CH:14][C:13]=1[O:18][CH3:19].[CH3:34][O:35][C:36]1[CH:41]=[CH:40][C:39]([S:42](Cl)(=[O:44])=[O:43])=[C:38]([O:46][C:47]([F:50])([F:49])[F:48])[CH:37]=1>>[Cl:1][C:2]1[CH:3]=[C:4]2[C:8](=[CH:9][CH:10]=1)[N:7]([S:42]([C:39]1[CH:40]=[CH:41][C:36]([O:35][CH3:34])=[CH:37][C:38]=1[O:46][C:47]([F:48])([F:49])[F:50])(=[O:44])=[O:43])[C:6](=[O:11])[C:5]2([N:20]1[CH2:28][C:27]2[C:22](=[CH:23][CH:24]=[CH:25][CH:26]=2)[CH:21]1[C:29]([N:31]([CH3:32])[CH3:33])=[O:30])[C:12]1[CH:17]=[CH:16][CH:15]=[CH:14][C:13]=1[O:18][CH3:19]. Reported procedure: With 1.00 g of 2-[5-chloro-3-(2-methoxyphenyl)-2-oxo-2,3-dihydro-1H-indol-3-yl]-N,N-dimethyl isoindoline-1-carboxamide (diastereoisomer mixture), which is the compound described in Preparation 3.5 of the brochure Publication No. WO01/64668, and 692 mg of 4-methoxy-2-(trifluoromethoxy)benzene sulfonyl chloride as starting materials, 770 mg (Isomer mixture A, colorless amorphous) and 423 mg (Isomer mixture B, colorless amorphous) each of mixtures of diastereoisomers of the title compound were obta... Isolated yield 120.7%. Procedure details: To a solution of 8-benzyl-2-chloro-N-methyl-N-(1-methylethyl)-6,7,8,9-tetrahydropyrazino[2,3-f][1,4]oxazepin-3-amine (200 mg) in toluene (3 mL) was added 1-chloroethyl chloroformate (0.075 mL), and the mixture was stirred at 80° C. for 2 hr. The reaction mixture was cooled to room temperature, and concentrated. To the obtained residue was added methanol (3 mL) and the mixture was stirred at 80° C. for 1 hr. The reaction mixture was cooled to room temperature, and concentrated. The obtained resid... Solvent: C1(=CC=CC=C1)C (toluene). The reactants are C(C1=CC=CC=C1)N1CCOC2=C(C1)N=C(C(=N2)N(C(C)C)C)Cl (8-benzyl-2-chloro-N-methyl-N-(1-methylethyl)-6,7,8,9-tetrahydropyrazino[2,3-f][1,4]oxazepin-3-amine), ClC(=O)OC(C)Cl (1-chloroethyl chloroformate). Reaction SMILES: C([N:8]1[CH2:14][C:13]2[N:15]=[C:16]([Cl:24])[C:17]([N:19]([CH3:23])[CH:20]([CH3:22])[CH3:21])=[N:18][C:12]=2[O:11][CH2:10][CH2:9]1)C1C=CC=CC=1.ClC(OC(Cl)C)=O>C1(C)C=CC=CC=1>[ClH:24].[Cl:24][C:16]1[C:17]([N:19]([CH3:23])[CH:20]([CH3:21])[CH3:22])=[N:18][C:12]2[O:11][CH2:10][CH2:9][NH:8][CH2:14][C:13]=2[N:15]=1 |f:3.4|. Conditions: temperature 80 celsius, time 2 hour. The product is Cl.ClC=1C(=NC2=C(CNCCO2)N1)N(C(C)C)C (2-chloro-N-methyl-N-(1-methylethyl)-6,7,8,9-tetrahydropyrazino[2,3-f][1,4]oxazepin-3-amine hydrochloride). Starting materials: [F-].C(CCC)[N+](CCCC)(CCCC)CCCC.O1CCCC1 (tetrabutylammonium fluoride tetrahydrofuran), C(C)(=O)N1[C@@H](C(N(C(=C1)C1=CC=CC=C1)CC(=O)N[C@H](C(CO[Si](C)(C)C(C)(C)C)=O)CC1=CC=CC=C1)=O)C(C)C ((3S)-3-{(3R)-4-acetyl-3-isopropyl-2-oxo-6-phenyl-1,2,3,4-tetrahydropyrazin-1-yl}methylcarbonylamino-1-tert-butyldimethylsilyloxy-2-oxo-4-phenylbutane). Solvent: O1CCCC1 (tetrahydrofuran). Run at time 2.5 hour. The product is C(C)(=O)N1[C@@H](C(N(C(=C1)C1=CC=CC=C1)CC(=O)N[C@H](C(CO)=O)CC1=CC=CC=C1)=O)C(C)C ((3S)-3-{(3R)-4-Acetyl-3-isopropyl-2-oxo-6-phenyl-1,2,3,4-tetrahydropyrazin-1-yl}methylcarbonylamino-2-oxo-4-phenyl-1-butanol). The yield is 24.0%. Reaction SMILES: [F-].C([N+](CCCC)(CCCC)CCCC)CCC.O1CCCC1.[C:24]([N:27]1[CH:32]=[C:31]([C:33]2[CH:38]=[CH:37][CH:36]=[CH:35][CH:34]=2)[N:30]([CH2:39][C:40]([NH:42][C@@H:43]([CH2:55][C:56]2[CH:61]=[CH:60][CH:59]=[CH:58][CH:57]=2)[C:44](=[O:54])[CH2:45][O:46][Si](C(C)(C)C)(C)C)=[O:41])[C:29](=[O:62])[C@H:28]1[CH:63]([CH3:65])[CH3:64])(=[O:26])[CH3:25]>O1CCCC1>[C:24]([N:27]1[CH:32]=[C:31]([C:33]2[CH:34]=[CH:35][CH:36]=[CH:37][CH:38]=2)[N:30]([CH2:39][C:40]([NH:42][C@@H:43]([CH2:55][C:56]2[CH:57]=[CH:58][CH:59]=[CH:60][CH:61]=2)[C:44](=[O:54])[CH2:45][OH:46])=[O:41])[C:29](=[O:62])[C@H:28]1[CH:63]([CH3:65])[CH3:64])(=[O:26])[CH3:25] |f:0.1.2|. Procedure details: A 1.0 M tetrabutylammonium fluoride/tetrahydrofuran solution (0.5 ml) is added to a solution of (3S)-3-{(3R)-4-acetyl-3-isopropyl-2-oxo-6-phenyl-1,2,3,4-tetrahydropyrazin-1-yl}methylcarbonylamino-1-tert-butyldimethylsilyloxy-2-oxo-4-phenylbutane (130 mg, Compound No. 7-10) in tetrahydrofuran (0.5 ml), and the mixture is stirred for 2.5 hours. The reaction mixture is concentrated under reduced pressure, and the resulting residue is purified by silica gel column chromatography to give the titled c... The reactants are P(=O)([O-])([O-])[O-].[Ca+2].P(=O)([O-])([O-])[O-].[Ca+2].[Ca+2] (calcium phosphate), C(CCCCCCCCCCC)S(=O)(=O)[O-].[Na+] (sodium dodecyl sulfonate), C (carbon black), N(=NC(C#N)(C)C)C(C#N)(C)C (azobisisobutyronitrile). The solvent is C=CC1=CC=CC=C1 (styrene), C(=CC1=CC=CC=C1)S(=O)(=O)[O-].[Na+] (sodium styrenesulfonate). Conditions: time 15 minute. The product is C (carbon black), C(=CC1=CC=CC=C1)S(=O)(=O)[O-].[Na+].C=CC1=CC=CC=C1 (sodium styrene sulfonate styrene). RXN SMILES: C.N(C(C)(C)C#N)=N[C:4](C)(C)C#N.[CH2:14]([S:26]([O-:29])(=[O:28])=[O:27])[CH2:15][CH2:16][CH2:17][CH2:18][CH2:19][CH2:20][CH2:21][CH2:22][CH2:23][CH2:24][CH3:25].[Na+:30].P([O-])([O-])([O-])=O.[Ca+2].P([O-])([O-])([O-])=O.[Ca+2].[Ca+2]>C(S([O-])(=O)=O)=CC1C=CC=CC=1.[Na+].C=CC1C=CC=CC=1>[CH4:4].[CH:14]([S:26]([O-:29])(=[O:28])=[O:27])=[CH:15][C:16]1[CH:17]=[CH:18][CH:19]=[CH:20][CH:21]=1.[Na+:30].[CH2:25]=[CH:24][C:23]1[CH:18]=[CH:19][CH:20]=[CH:21][CH:22]=1 |f:2.3,4.5.6.7.8,9.10,13.14.15|. Reported procedure: A uniform mixture liquid was prepared by mixing 10 g of carbon black particles (average particle size: 30 nm) which were subjected to hydrophobicity-imparting treatment and 1.7 g of azobisisobutyronitrile (AIBN) (polymerization initiator) in 7 g of sodium styrenesulfonate and 130 g of styrene. In a dispersion medium comprising 1800 g of a sodium dodecyl sulfonate aqueous solution (concentration: 0.05 wt. %) and 90 g of calcium phosphate dispersed therein, the uniform mixture liquid was added. Th...